Dataset: the Open Reaction Database (ORD), a public repository of structured organic reaction records. Task: describe an organic reaction: reactants, conditions, products, and yield Starting materials: ClC1=CC(=NC=C1)C#N (4-Chloro-2-pyridine carbonitrile), OC=1C=NC=CC1 (3-hydroxypyridine), C(=O)([O-])[O-].[K+].[K+] (K2CO3). Solvent: CN(C)C=O (DMF), CCOC(=O)C (EtOAc). As a reaction SMILES: Cl[C:2]1[CH:7]=[CH:6][N:5]=[C:4]([C:8]#[N:9])[CH:3]=1.[OH:10][C:11]1[CH:12]=[N:13][CH:14]=[CH:15][CH:16]=1.C([O-])([O-])=O.[K+].[K+]>CN(C=O)C.CCOC(C)=O>[N:13]1[CH:14]=[CH:15][CH:16]=[C:11]([O:10][C:2]2[CH:7]=[CH:6][N:5]=[C:4]([C:8]#[N:9])[CH:3]=2)[CH:12]=1 |f:2.3.4|. Run at temperature 150 celsius. Yield: 93.0%. Procedure: 4-Chloro-2-pyridine carbonitrile (1.0 g, 7.2 mmol, 1.0 eq), 3-hydroxypyridine (686 mg, 7.21 mmol, 1.00 eq) and K2CO3 (1.2 g, 8.7 mmol, 1.2 eq) were dissolved in DMF (10 mL) and heated in a microwave for 15 minutes at 150° C. The reaction was cooled, diluted with EtOAc and washed with H2O (3×). The organic layer was dried (MgSO4), filtered and concentrated in vacuo. Purification by flash chromatography on silica gel afforded 1.32 g (93%) of the title compound as a white solid: 1H NMR (400 MHz, DM... The product is N1=CC(=CC=C1)OC1=CC(=NC=C1)C#N (4-(pyridin-3-yloxy)picolinonitrile). The reactants are C(=O)(O)CCN(CCNC(=O)[C@]12[C@@H]([C@H]3CC[C@@H]4[C@]5(CC=C(C([C@@H]5CC[C@]4([C@@]3(CC1)C)C)(C)C)C1=CC=C(C(=O)O)C=C1)C)[C@@H](CC2)C(=C)C)CC (4-((1R,3aS,5aR,5bR,7aR,11aS,11bR,13aR,13bR)-3a-(2-((2-carboxyethyl)(ethyl)amino)ethylcarbamoyl)-5a,5b,8,8,11a-pentamethyl-1-(prop-1-en-2-yl)-2,3,3a,4,5,5a,5b,6,7,7a,8,11,11a,11b,12,13,13a,13b-octadecahydro-1H-cyclopenta[a]chrysen-9-yl)benzoic acid), ICCC (1-iodopropane). The product is C(=O)(O)CCN(CCNC(=O)[C@]12[C@@H]([C@H]3CC[C@@H]4[C@]5(CC=C(C([C@@H]5CC[C@]4([C@@]3(CC1)C)C)(C)C)C1=CC=C(C(=O)O)C=C1)C)[C@@H](CC2)C(=C)C)CCC (4-((1R,3aS,5aR,5bR,7aR,11aS,11bR,13aR,13bR)-3a-(2-((2-carboxyethyl)(propyl)amino)ethylcarbamoyl)-5a,5b,8,8,11a-pentamethyl-1-(prop-1-en-2-yl)-2,3,3a,4,5,5a,5b,6,7,7a,8,11,11a,11b,12,13,13a,13b-octadecahydro-1H-cyclopenta[a]chrysen-9-yl)benzoic acid), solid. Isolated yield 49.0%. As a reaction SMILES: [C:1]([CH2:4][CH2:5][N:6]([CH2:50][CH3:51])[CH2:7][CH2:8][NH:9][C:10]([C@:12]12[CH2:46][CH2:45][C@@H:44]([C:47]([CH3:49])=[CH2:48])[C@@H:13]1[C@@H:14]1[C@@:27]([CH3:30])([CH2:28][CH2:29]2)[C@@:26]2([CH3:31])[C@@H:17]([C@:18]3([CH3:43])[C@@H:23]([CH2:24][CH2:25]2)[C:22]([CH3:33])([CH3:32])[C:21]([C:34]2[CH:42]=[CH:41][C:37]([C:38]([OH:40])=[O:39])=[CH:36][CH:35]=2)=[CH:20][CH2:19]3)[CH2:16][CH2:15]1)=[O:11])([OH:3])=[O:2].I[CH2:53]CC>>[C:1]([CH2:4][CH2:5][N:6]([CH2:50][CH2:51][CH3:53])[CH2:7][CH2:8][NH:9][C:10]([C@:12]12[CH2:46][CH2:45][C@@H:44]([C:47]([CH3:49])=[CH2:48])[C@@H:13]1[C@@H:14]1[C@@:27]([CH3:30])([CH2:28][CH2:29]2)[C@@:26]2([CH3:31])[C@@H:17]([C@:18]3([CH3:43])[C@@H:23]([CH2:24][CH2:25]2)[C:22]([CH3:33])([CH3:32])[C:21]([C:34]2[CH:42]=[CH:41][C:37]([C:38]([OH:40])=[O:39])=[CH:36][CH:35]=2)=[CH:20][CH2:19]3)[CH2:16][CH2:15]1)=[O:11])([OH:3])=[O:2]. Procedure details: The title compound was prepared following the method described above for the preparation of 4-((1R,3aS,5aR,5bR,7aR,11aS,11bR,13aR,13bR)-3a-(2-((2-carboxyethyl)(ethyl)amino)ethylcarbamoyl)-5a,5b,8,8,11a-pentamethyl-1-(prop-1-en-2-yl)-2,3,3a,4,5,5a,5b,6,7,7a,8,11,11a,11b,12,13,13a,13b-octadecahydro-1H-cyclopenta[a]chrysen-9-yl)benzoic acid (example 89). using 1-iodopropane as alkylating reagent. The product was isolated as a white solid (10 mg, 49%). LCMS: m/e 715.50 (M+H)+, 2.08 min (method 1). 1... The reactants are Cl.N12CC3[C@H](C(CC(C1)C3)C2)N ((4r)-1-azatricyclo[3.3.1.13,7]dec-4-ylamine hydrochloride), O1C(=CC2=C1C=CC=C2)C(=O)O (benzofuran-2-carboxylic acid), N (NH3). Yields the product Cl.N12CC3[C@H](C(CC(C1)C3)C2)NC(=O)C=2OC3=C(C2)C=CC=C3 (Benzofuran-2-carboxylic acid(4r)-(1-azatricyclo[3.3.1.13,7]dec-4-yl)-amide hydrochloride). As a reaction SMILES: [ClH:1].[N:2]12[CH2:11][CH:6]3[CH2:7][CH:8]([CH2:10][CH:4]([C@H:5]3[NH2:12])[CH2:3]1)[CH2:9]2.[O:13]1[C:17]2[CH:18]=[CH:19][CH:20]=[CH:21][C:16]=2[CH:15]=[C:14]1[C:22](O)=[O:23].N>>[ClH:1].[N:2]12[CH2:11][CH:6]3[CH2:7][CH:8]([CH2:10][CH:4]([C@H:5]3[NH:12][C:22]([C:14]3[O:13][C:17]4[CH:18]=[CH:19][CH:20]=[CH:21][C:16]=4[CH:15]=3)=[O:23])[CH2:3]1)[CH2:9]2 |f:0.1,4.5|. Procedure: Prepared from (4r)-1-azatricyclo[3.3.1.13,7]dec-4-ylamine hydrochloride and benzofuran-2-carboxylic acid according to methods A and C. 1H NMR (300 MHz, methanol-d4) δ ppm 2.08-2.34 (m, 5H), 2.51 (s, 2H), 3.42-3.64 (m, 4H), 3.88 (d, J=12.5 Hz, 2H), 4.33 (s, 1H), 7.29-7.38 (m, 1H), 7.44-7.52 (m, 1H), 7.57 (s, 1H), 7.61 (d, J=7.4 Hz, 1H), 7.74 (d, J=7.8 Hz, 1H). MS (DCI/NH3) m/z 297. Anal. Calculated for C18H20N2O2HCl: C, 64.96; H, 6.36; N, 8.42. Found: C, 64.51; H, 6.23; N, 8.14. Reactants: CC=1C=C(C=CC=2C(=CC=CC2)C(=O)O)C=CC1 (3'-methylstilbene-2-carboxylic acid), C(=O)(O)C1=C(CCC=2C=C(C=CC2)C)C=CC=C1 (3-(o-carboxyphenethyl)toluene), 3'-ethylenestilbene-2-carboxylic acid. Reagents/catalysts: [Pd] (palladium on carbon). Solvent: CN(C=O)C (dimethylformamide). Yields the product C(=O)(O)C1=C(CCCCC=2C=CC=CC2)C=CC=C1 (3-(o-carboxyphenethyl)ethylbenzene). RXN SMILES: [CH3:1][C:2]1[CH:3]=[C:4]([CH:16]=[CH:17][CH:18]=1)[CH:5]=[CH:6][C:7]1[C:8]([C:13]([OH:15])=[O:14])=[CH:9][CH:10]=[CH:11][CH:12]=1.[C:19](C1C=CC=CC=1CCC1C=C(C)C=CC=1)(O)=O>[Pd].CN(C)C=O>[C:13]([C:8]1[CH:9]=[CH:10][CH:11]=[CH:12][C:7]=1[CH2:6][CH2:5][CH2:4][CH2:3][C:2]1[CH:1]=[CH:19][CH:16]=[CH:17][CH:18]=1)([OH:15])=[O:14]. Procedure: A solution of 53.0 gm. of 3'-methylstilbene-2-carboxylic acid in 230 ml. dimethylformamide containing 2.0 gm. of 5% palladium on carbon is hydrogenated in a Parr shaker at 60 p.s.i. for 11/2 hours. The solution is filtered and added to ether and water. The organic layer is washed with water, then dried and evaporated. The product is recrystallized from ether-hexane to give 48 gm., 90%, of 3-(o-carboxyphenethyl)toluene, m.p. 82°-84° C. Use of 3'-ethylenestilbene-2-carboxylic acid gives a similar ...